The task is: describe an organic reaction: reactants, conditions, products, and yield. This data is from the Open Reaction Database (ORD), a public repository of structured organic reaction records. Reactants: N#CC=Cc1ccccc1Cl, [Fe+3], O=[N+]([O-])[O-], O=[N+]([O-])[O-], O=[N+]([O-])[O-], N, [NH4+], [Na], O=[N+]([O-])[O-]. Yields the product N#CC1=Cc2ccccc21. Reaction SMILES: [Cl:3][c:4]1[c:5]([CH:6]=[CH:7][C:8]#[N:9])[cH:10][cH:11][cH:12][cH:13]1.[Fe+3:23].[N+:19]([O-:20])([O-:21])=[O:22].[N+:24]([O-:25])([O-:26])=[O:27].[N+:28]([O-:29])([O-:30])=[O:31].[NH3:1].[NH4+:14].[Na:2].[O-:15][N+:16](=[O:17])[O-:18]>>[c:4]12[c:5]([cH:10][cH:11][cH:12][cH:13]1)[CH:6]=[C:7]2[C:8]#[N:9]. Starting materials: CS(=O)(=O)C=1C=C(C=CC1)C1=C(C=CC=C1)[N+](=O)[O-] (3'-Methanesulphonyl-2-nitrobiphenyl), hydrated sodium sulphide. Solvent: C(C)O (ethanol). Product: NC1=C(C=CC=C1)C1=CC(=CC=C1)S(=O)(=O)C (2-amino-3'-methanesulphonylbiphenyl). As a reaction SMILES: [CH3:1][S:2]([C:5]1[CH:6]=[C:7]([C:11]2[CH:16]=[CH:15][CH:14]=[CH:13][C:12]=2[N+:17]([O-])=O)[CH:8]=[CH:9][CH:10]=1)(=[O:4])=[O:3]>C(O)C>[NH2:17][C:12]1[CH:13]=[CH:14][CH:15]=[CH:16][C:11]=1[C:7]1[CH:8]=[CH:9][CH:10]=[C:5]([S:2]([CH3:1])(=[O:4])=[O:3])[CH:6]=1. Procedure details: 3'-Methanesulphonyl-2-nitrobiphenyl (14 g) was heated at 90°-95° C. for 10 hours with hydrated sodium sulphide (51 g) and ethanol (400 ml) to give 2-amino-3'-methanesulphonylbiphenyl (m.p. 114°-115° C.). Starting materials: COc1c(C)c(C)c(OC)c(Br)c1C, [Li]CCCC, CC(C)c1ccc(C(=O)C2CCN(Cc3ccccc3)CC2)cc1, C1CCOC1, O. Product: COc1c(C)c(C)c(OC)c(C(O)(c2ccc(C(C)C)cc2)C2CCN(Cc3ccccc3)CC2)c1C. RXN SMILES: [Br:6][c:7]1[c:8]([O:18][CH3:19])[c:9]([CH3:17])[c:10]([CH3:16])[c:11]([O:14][CH3:15])[c:12]1[CH3:13].[CH2:1]([Li:2])[CH2:3][CH2:4][CH3:5].[CH2:20]([c:21]1[cH:22][cH:23][cH:24][cH:25][cH:26]1)[N:27]1[CH2:28][CH2:29][CH:30]([C:33]([c:34]2[cH:35][cH:36][c:37]([CH:40]([CH3:41])[CH3:42])[cH:38][cH:39]2)=[O:43])[CH2:31][CH2:32]1.[O:45]1[CH2:46][CH2:47][CH2:48][CH2:49]1.[OH2:44]>>[c:7]1([C:33]([CH:30]2[CH2:29][CH2:28][N:27]([CH2:20][c:21]3[cH:22][cH:23][cH:24][cH:25][cH:26]3)[CH2:32][CH2:31]2)([c:34]2[cH:35][cH:36][c:37]([CH:40]([CH3:41])[CH3:42])[cH:38][cH:39]2)[OH:43])[c:8]([O:18][CH3:19])[c:9]([CH3:17])[c:10]([CH3:16])[c:11]([O:14][CH3:15])[c:12]1[CH3:13]. The reactants are CN(C)C(=O)Cl, CC(C)CN(C(CO)CCCCNC(=O)C(N)Cc1ccc2ccccc2c1)S(=O)(=O)c1ccc(N)cc1. Product: CC(C)CN(C(CO)CCCCNC(=O)C(Cc1ccc2ccccc2c1)NC(=O)N(C)C)S(=O)(=O)c1ccc(N)cc1. RXN SMILES: [CH3:39][N:40]([C:41](=[O:42])[Cl:43])[CH3:44].[NH2:1][CH:2]([C:3](=[O:4])[NH:5][CH2:6][CH2:7][CH2:8][CH2:9][CH:10]([CH2:11][OH:12])[N:13]([CH2:14][CH:15]([CH3:16])[CH3:17])[S:18](=[O:19])(=[O:20])[c:21]1[cH:22][cH:23][c:24]([NH2:27])[cH:25][cH:26]1)[CH2:28][c:29]1[cH:30][c:31]2[cH:32][cH:33][cH:34][cH:35][c:36]2[cH:37][cH:38]1>>[NH:1]([CH:2]([C:3](=[O:4])[NH:5][CH2:6][CH2:7][CH2:8][CH2:9][CH:10]([CH2:11][OH:12])[N:13]([CH2:14][CH:15]([CH3:16])[CH3:17])[S:18](=[O:19])(=[O:20])[c:21]1[cH:22][cH:23][c:24]([NH2:27])[cH:25][cH:26]1)[CH2:28][c:29]1[cH:30][c:31]2[cH:32][cH:33][cH:34][cH:35][c:36]2[cH:37][cH:38]1)[C:41]([N:40]([CH3:39])[CH3:44])=[O:42]. Starting materials: FC1=CC=C(C=C1)C(CC1=CC=NC=C1)=O (1-(4-fluorophenyl)-2-(pyridin-4-yl)ethan-1-one), COC(N(C)C)OC (N,N-dimethylformamide dimethyl acetal). Reaction conditions: temperature 100 celsius, time 3 hour. Yields the product CN(C=C(C(=O)C1=CC=C(C=C1)F)C1=CC=NC=C1)C (3-dimethylamino-1-(4-fluorophenyl)-2-(pyridin-4-yl)-2-propen-1-one). As a reaction SMILES: [F:1][C:2]1[CH:7]=[CH:6][C:5]([C:8](=[O:16])[CH2:9][C:10]2[CH:15]=[CH:14][N:13]=[CH:12][CH:11]=2)=[CH:4][CH:3]=1.CO[CH:19](OC)[N:20]([CH3:22])[CH3:21]>>[CH3:19][N:20]([CH3:22])[CH:21]=[C:9]([C:10]1[CH:15]=[CH:14][N:13]=[CH:12][CH:11]=1)[C:8]([C:5]1[CH:6]=[CH:7][C:2]([F:1])=[CH:3][CH:4]=1)=[O:16]. Reported procedure: A mixture of 1-(4-fluorophenyl)-2-(pyridin-4-yl)ethan-1-one (5.12 g) and N,N-dimethylformamide dimethyl acetal (16 ml) was stirred at 100° C. for 3 hours under nitrogen. The cooled mixture was concentrated in vacuo. The residue was crystallized from isopropyl ether to yield 3-dimethylamino-1-(4-fluorophenyl)-2-(pyridin-4-yl)-2-propen-1-one (6.15 g). Reaction SMILES: [C:33]([CH2:34][P+:35]([CH3:36])([CH3:37])[CH3:38])#[N:39].[C:49](#[N:50])[CH2:51][CH3:52].[CH3:53][S:54]([CH3:55])=[O:56].[CH:40]([N:41]([CH2:42][CH3:43])[CH:44]([CH3:45])[CH3:46])([CH3:47])[CH3:48].[F:17][c:18]1[cH:19][c:20]([C:21]#[N:22])[cH:23][cH:24][c:25]1[N:26]1[CH2:27][CH2:28][NH:29][CH2:30][CH2:31]1.[I-:32].[OH:1][CH2:2][c:3]1[cH:4][c:5]2[c:10]([n:11][cH:12]1)[N:9]1[CH:8]([C:7](=[O:16])[NH:6]2)[CH2:15][CH2:14][CH2:13]1>>[CH2:2]([c:3]1[cH:4][c:5]2[c:10]([n:11][cH:12]1)[N:9]1[CH:8]([C:7](=[O:16])[NH:6]2)[CH2:15][CH2:14][CH2:13]1)[N:29]1[CH2:28][CH2:27][N:26]([c:25]2[c:18]([F:17])[cH:19][c:20]([C:21]#[N:22])[cH:23][cH:24]2)[CH2:31][CH2:30]1. The reactants are C[P+](C)(C)CC#N, CCC#N, CS(C)=O, CCN(C(C)C)C(C)C, N#Cc1ccc(N2CCNCC2)c(F)c1, [I-], O=C1Nc2cc(CO)cnc2N2CCCC12. Yields the product N#Cc1ccc(N2CCN(Cc3cnc4c(c3)NC(=O)C3CCCN43)CC2)c(F)c1.